The task is: describe an organic reaction: reactants, conditions, products, and yield. This data is from the Open Reaction Database (ORD), a public repository of structured organic reaction records. Reactants: Cl.ClC1=C(C=CC=C1C(F)(F)F)[C@H](C)N ((S)-1-(2-chloro-3-(trifluoromethyl)phenyl)ethanamine hydrochloride), C(C)(C)(C)OC(=O)C1=C(C=CC=C1)C1=CC=C(C=C1)CN1C(=C(C2=CC(=CC=C12)C(=O)O)C)C (1-((2′-(tert-butoxycarbonyl)-[1,1′-biphenyl]-4-yl)methyl)-2,3-dimethyl-1H-indole-5-carboxylic acid). The product is ClC1=C(C=CC=C1C(F)(F)F)[C@H](C)NC(=O)C=1C=C2C(=C(N(C2=CC1)CC1=CC=C(C=C1)C=1C(=CC=CC1)C(=O)O)C)C ((S)-4′-((5-((1-(2-Chloro-3-(trifluoromethyl)phenyl)ethyl)carbamoyl)-2,3-dimethyl-1H-indol-1-yl)methyl)-[1,1′-biphenyl]-2-carboxylic acid). RXN SMILES: Cl.[Cl:2][C:3]1[C:8]([C:9]([F:12])([F:11])[F:10])=[CH:7][CH:6]=[CH:5][C:4]=1[C@@H:13]([NH2:15])[CH3:14].C([O:20][C:21]([C:23]1[CH:28]=[CH:27][CH:26]=[CH:25][C:24]=1[C:29]1[CH:34]=[CH:33][C:32]([CH2:35][N:36]2[C:44]3[C:39](=[CH:40][C:41]([C:45](O)=[O:46])=[CH:42][CH:43]=3)[C:38]([CH3:48])=[C:37]2[CH3:49])=[CH:31][CH:30]=1)=[O:22])(C)(C)C>>[Cl:2][C:3]1[C:8]([C:9]([F:11])([F:12])[F:10])=[CH:7][CH:6]=[CH:5][C:4]=1[C@@H:13]([NH:15][C:45]([C:41]1[CH:40]=[C:39]2[C:44](=[CH:43][CH:42]=1)[N:36]([CH2:35][C:32]1[CH:31]=[CH:30][C:29]([C:24]3[C:23]([C:21]([OH:22])=[O:20])=[CH:28][CH:27]=[CH:26][CH:25]=3)=[CH:34][CH:33]=1)[C:37]([CH3:49])=[C:38]2[CH3:48])=[O:46])[CH3:14] |f:0.1|. Reported procedure: The title compound was prepared following the same general protocol as described in Step 8-9, Example 1, using the (S)-1-(2-chloro-3-(trifluoromethyl)phenyl)ethanamine hydrochloride and the 1-((2′-(tert-butoxycarbonyl)-[1,1′-biphenyl]-4-yl)methyl)-2,3-dimethyl-1H-indole-5-carboxylic acid. ESI-MS (m/z): 605 [M+H]+. Starting materials: CCO, [H][H], CCN(OC)S(=O)(=O)c1c(Cl)ccc(N)c1O. Yields the product CCN(OC)S(=O)(=O)c1cccc(N)c1O. RXN SMILES: [CH3:20][CH2:21][OH:22].[H:18][H:19].[NH2:1][c:2]1[c:3]([OH:17])[c:4]([S:9](=[O:10])(=[O:11])[N:12]([CH2:13][CH3:14])[O:15][CH3:16])[c:5]([Cl:8])[cH:6][cH:7]1>>[NH2:1][c:2]1[c:3]([OH:17])[c:4]([S:9](=[O:10])(=[O:11])[N:12]([CH2:13][CH3:14])[O:15][CH3:16])[cH:5][cH:6][cH:7]1. RXN SMILES: [CH2:1]([NH:4][C:5]1[CH:10]=[CH:9][CH:8]=[CH:7][CH:6]=1)[CH2:2][CH3:3].[C:11]([OH:15])(=[O:14])[CH:12]=[CH2:13].[OH-].[Na+]>O>[C:5]1([N:4]([CH2:13][CH2:12][C:11]([OH:15])=[O:14])[CH2:1][CH2:2][CH3:3])[CH:10]=[CH:9][CH:8]=[CH:7][CH:6]=1 |f:2.3|. Reaction conditions: time 2 hour. The reactants are C(CC)NC1=CC=CC=C1 (N-propyl aniline), C(C=C)(=O)O (acrylic acid), [OH-].[Na+] (sodium hydroxide). The product is C1(=CC=CC=C1)N(CCC)CCC(=O)O (3-(N-phenyl-N-propylamino)propionic acid). Yield: 94.0%. Solvent: O (water). Procedure: A mixture of N-propyl aniline (5.0 g), acrylic acid (5.1 ml) and water (7 ml) was stirred for 2 hours under reflux. After cooling to room temperature, the aqueous solution was adjusted to pH 11 with 5N aqueous sodium hydroxide and washed four times with ether. The aqueous layer was acidified to pH 3 with concentrated hydrochloric acid and extracted three times with ethyl acetate. The combined organic layer was washed with saturated sodium chloride, dried over anhydrous sodium sulfate and concent... Reactants: COC1=C(CNC=2SC=CN2)C=CC(=C1)OC ((2,4-Dimethoxy-benzyl)-thiazol-2-yl-amine), C(C)OC(C1=CC(=C(C=C1)S(=O)(=O)Cl)F)=O (4-chlorosulfonyl-3-fluoro-benzoic acid ethyl ester), C[Si]([N-][Si](C)(C)C)(C)C.[Li+] (lithium hexamethyldisilazide). Solvent: C1CCOC1 (THF), C1CCOC1 (THF), C1CCOC1 (THF). Reaction conditions: time 30 minute. The product is COC1=C(CN(S(=O)(=O)C2=C(C=C(C(=O)OCC)C=C2)F)C=2SC=CN2)C=CC(=C1)OC (Ethyl 4-{[(2,4-dimethoxybenzyl)(1,3-thiazol-2-yl)amino]sulfonyl}-3-fluorobenzoate). Isolated yield 49.2%. RXN SMILES: [CH3:1][O:2][C:3]1[CH:15]=[C:14]([O:16][CH3:17])[CH:13]=[CH:12][C:4]=1[CH2:5][NH:6][C:7]1[S:8][CH:9]=[CH:10][N:11]=1.C[Si](C)(C)[N-][Si](C)(C)C.[Li+].[CH2:28]([O:30][C:31](=[O:43])[C:32]1[CH:37]=[CH:36][C:35]([S:38](Cl)(=[O:40])=[O:39])=[C:34]([F:42])[CH:33]=1)[CH3:29]>C1COCC1>[CH3:1][O:2][C:3]1[CH:15]=[C:14]([O:16][CH3:17])[CH:13]=[CH:12][C:4]=1[CH2:5][N:6]([C:7]1[S:8][CH:9]=[CH:10][N:11]=1)[S:38]([C:35]1[CH:36]=[CH:37][C:32]([C:31]([O:30][CH2:28][CH3:29])=[O:43])=[CH:33][C:34]=1[F:42])(=[O:39])=[O:40] |f:1.2|. Procedure: (2,4-Dimethoxy-benzyl)-thiazol-2-yl-amine (576 mg, 2.30 mmol) was dissolved in THF (7 mL, 80 mmol) and cooled in an ice bath. 1.0 M of lithium hexamethyldisilazide in THF (2.5 mL) was added dropwise to the reaction. After 30 minutes, a solution of 4-chlorosulfonyl-3-fluoro-benzoic acid ethyl ester (559 mg, 2.10 mmol) in THF (5 mL, 60 mmol) was added dropwise to the reaction. The reaction was stirred overnight then quenched with 20 mL saturated aqueous ammonium chloride. The aqueous phase was ext... Starting materials: [K+], [K+], [K+], CN(C)C=Nc1c(Cl)nc(N)nc1Cl, O=P(O)(O)O, O=P([O-])([O-])[O-]. Product: Nc1nc(Cl)c(NC=O)c(Cl)n1. Reaction SMILES: [K+:25].[K+:26].[K+:27].[NH2:1][c:2]1[n:3][c:4]([Cl:14])[c:5]([N:9]=[CH:10][N:11]([CH3:12])[CH3:13])[c:6]([Cl:8])[n:7]1.[P:15]([OH:16])(=[O:17])([OH:18])[OH:19].[P:20]([O-:21])([O-:22])([O-:23])=[O:24]>>[NH2:1][c:2]1[n:3][c:4]([Cl:14])[c:5]([NH:9][CH:10]=[O:16])[c:6]([Cl:8])[n:7]1. The reactants are CC1=CC=CC=2C(C=C(OC21)C2=CC(=CC=C2)F)=O (8-methyl-2-(3-fluorophenyl)-4H-benzopyran-4-one), BrN1C(CCC1=O)=O (N-bromosuccinimide), N(=NC(C#N)(C)C)C(C#N)(C)C (azobisisobutyronitrile). Run in C(Cl)(Cl)(Cl)Cl (carbon tetrachloride), O (water). Reaction conditions: time 8 hour. Product: BrCC1=CC=CC=2C(C=C(OC21)C2=CC(=CC=C2)F)=O (8-bromomethyl-2-(3-fluorophenyl)-4H-benzopyran-4-one). The yield is 88.1%. RXN SMILES: [CH3:1][C:2]1[C:11]2[O:10][C:9]([C:12]3[CH:17]=[CH:16][CH:15]=[C:14]([F:18])[CH:13]=3)=[CH:8][C:7](=[O:19])[C:6]=2[CH:5]=[CH:4][CH:3]=1.[Br:20]N1C(=O)CCC1=O.N(C(C)(C)C#N)=NC(C)(C)C#N>C(Cl)(Cl)(Cl)Cl.O>[Br:20][CH2:1][C:2]1[C:11]2[O:10][C:9]([C:12]3[CH:17]=[CH:16][CH:15]=[C:14]([F:18])[CH:13]=3)=[CH:8][C:7](=[O:19])[C:6]=2[CH:5]=[CH:4][CH:3]=1. Procedure: A mixture of 14.3 g of 8-methyl-2-(3-fluorophenyl)-4H-benzopyran-4-one, 17.2 g of N-bromosuccinimide and 3.5 g of azobisisobutyronitrile (AIBN) in 700 ml of carbon tetrachloride was refluxed for 6.5 hours, cooled to room temperature and stirred overnight and then diluted with 100 ml of water. The solvents were removed in vacuo and the residue recrystallized from hot ethyl acetate to give 16.5 g of 8-bromomethyl-2-(3-fluorophenyl)-4H-benzopyran-4-one which was used without further purification.